describe an organic reaction: reactants, conditions, products, and yield From a dataset of the Open Reaction Database (ORD), a public repository of structured organic reaction records. Reactants: O=S1(N(CC2(CC2)CN1C1=C(C=C(C=C1Cl)Cl)Cl)CC(=O)OCC)=O (ethyl 2-(6,6-dioxido-7-(2,4,6-trichlorophenyl)-6-thia-5,7-diazaspiro[2,5]-octane-5-yl)acetate), LiOH monohydrate, Cl (HCl), C(C)(=O)OCC (ethyl acetate). The solvent is C1CCOC1 (THF), CO (MeOH), O (water), O (water). Reaction conditions: time 5 hour. The product is O=S1(N(CC2(CC2)CN1C1=C(C=C(C=C1Cl)Cl)Cl)CC(=O)O)=O (2-(6,6-dioxido-7-(2,4,6-trichlorophenyl)-6-thia-5,7-diazaspiro[2,5]-octane-5-yl)acetic acid). Reaction SMILES: [O:1]=[S:2]1(=[O:25])[N:9]([C:10]2[C:15]([Cl:16])=[CH:14][C:13]([Cl:17])=[CH:12][C:11]=2[Cl:18])[CH2:8][C:5]2([CH2:7][CH2:6]2)[CH2:4][N:3]1[CH2:19][C:20]([O:22]CC)=[O:21].C(OCC)(=O)C.Cl>C1COCC1.CO.O>[O:25]=[S:2]1(=[O:1])[N:9]([C:10]2[C:11]([Cl:18])=[CH:12][C:13]([Cl:17])=[CH:14][C:15]=2[Cl:16])[CH2:8][C:5]2([CH2:6][CH2:7]2)[CH2:4][N:3]1[CH2:19][C:20]([OH:22])=[O:21]. Reported procedure: To ethyl 2-(6,6-dioxido-7-(2,4,6-trichlorophenyl)-6-thia-5,7-diazaspiro[2,5]-octane-5-yl)acetate (60 mg, 0.14 mmol) in THF (5 mL) and MeOH (5 mL), was added LiOH monohydrate (25 mg, 0.58 mmol) in water (1 mL) and agitated for 5 hr at room temperature. After addition of ethyl acetate (30 mL) and water (30 mL), pH of the resultant was adjusted to 3 with 1 N HCl and extracted to the organic layer. The resultant was dried over MgSO4, concentrated under reduced pressure, and crystallized with ethyl a... Starting materials: CC(C)(C)OC(=O)/N=N/C(=O)OC(C)(C)C (Di-tert-butylazodicarboxylate), ClC=1C=C(NC2=NC=NC=3C=C(C=C(C23)O)OC)C=CC1F (4-[3-chloro-4-fluoroanilino]-7-methoxyquinazolin-5-ol), [Si](C)(C)(C(C)(C)C)O[C@H]1C[C@H](N(C1)C(=O)OC(C)(C)C)CO (tert-butyl (2S,4S)-4-{[tert-butyl(dimethyl)silyl]oxy}-2-(hydroxymethyl)-pyrrolidine-1-carboxylate), C1(=CC=CC=C1)P(C1=CC=CC=C1)C1=CC=CC=C1 (triphenylphosphine). Run in C(Cl)Cl (DCM). Run at time 28 hour. Product: [Si](C)(C)(C(C)(C)C)O[C@H]1C[C@H](N(C1)C(=O)OC(C)(C)C)COC1=C2C(=NC=NC2=CC(=C1)OC)NC1=CC(=C(C=C1)F)Cl (tert-butyl (2S,4S)-4-{[tert-butyl(dimethyl)silyl]-oxy}-2-[({4-[3-chloro-4-fluoroanilino]-7-methoxyquinazolin-5-yl}oxy)methyl]-pyrrolidine-1-carboxylate). Yield: 44.6%. As a reaction SMILES: CC(OC(/N=N/C(OC(C)(C)C)=O)=O)(C)C.[Cl:17][C:18]1[CH:19]=[C:20]([CH:35]=[CH:36][C:37]=1[F:38])[NH:21][C:22]1[C:31]2[C:30]([OH:32])=[CH:29][C:28]([O:33][CH3:34])=[CH:27][C:26]=2[N:25]=[CH:24][N:23]=1.[Si:39]([O:46][C@@H:47]1[CH2:51][N:50]([C:52]([O:54][C:55]([CH3:58])([CH3:57])[CH3:56])=[O:53])[C@H:49]([CH2:59]O)[CH2:48]1)([C:42]([CH3:45])([CH3:44])[CH3:43])([CH3:41])[CH3:40].C1(P(C2C=CC=CC=2)C2C=CC=CC=2)C=CC=CC=1>C(Cl)Cl>[Si:39]([O:46][C@@H:47]1[CH2:51][N:50]([C:52]([O:54][C:55]([CH3:58])([CH3:57])[CH3:56])=[O:53])[C@H:49]([CH2:59][O:32][C:30]2[CH:29]=[C:28]([O:33][CH3:34])[CH:27]=[C:26]3[C:31]=2[C:22]([NH:21][C:20]2[CH:35]=[CH:36][C:37]([F:38])=[C:18]([Cl:17])[CH:19]=2)=[N:23][CH:24]=[N:25]3)[CH2:48]1)([C:42]([CH3:45])([CH3:44])[CH3:43])([CH3:41])[CH3:40]. Procedure details: Di-tert-butylazodicarboxylate (DTAD, 1.38 g) was added in one portion to a mixture of 4-[3-chloro-4-fluoroanilino]-7-methoxyquinazolin-5-ol (1.28 g), tert-butyl (2S,4S)-4-{[tert-butyl(dimethyl)silyl]oxy}-2-(hydroxymethyl)-pyrrolidine-1-carboxylate (1.66 g), and triphenylphosphine (1.58 g) in DCM (100 ml) at room temperature, under an atmosphere of nitrogen. The reaction mixture was stirred at room temperature for 28 hours and then concentrated in vacuo to leave a brown oil. Purification by colum... The reactants are CCCCCCCCCCNC(=O)C=C(c1ccccc1)c1cccc([N+](=O)[O-])c1, CC(=O)O, [Fe]. The product is CCCCCCCCCCNC(=O)C=C(c1ccccc1)c1cccc(N)c1. Reaction SMILES: [CH2:1]([CH2:2][CH2:3][CH2:4][CH2:5][CH2:6][CH2:7][CH2:8][CH2:9][CH3:10])[NH:11][C:12]([CH:13]=[C:14]([c:15]1[cH:16][c:17]([N+:21]([O-:22])=[O:23])[cH:18][cH:19][cH:20]1)[c:24]1[cH:25][cH:26][cH:27][cH:28][cH:29]1)=[O:30].[CH3:31][C:32](=[O:33])[OH:34].[Fe:35]>>[CH2:1]([CH2:2][CH2:3][CH2:4][CH2:5][CH2:6][CH2:7][CH2:8][CH2:9][CH3:10])[NH:11][C:12]([CH:13]=[C:14]([c:15]1[cH:16][c:17]([NH2:21])[cH:18][cH:19][cH:20]1)[c:24]1[cH:25][cH:26][cH:27][cH:28][cH:29]1)=[O:30]. Starting materials: BrC1=C(C=CC=C1OC)NC(C(F)(F)F)=S (N-(2-bromo-3-methoxyphenyl)-2,2,2-trifluoroethanethioamide), N1=CC=CC2=CC=C3C=CC=NC3=C12 (1,10-phenanthroline), C([O-])([O-])=O.[Cs+].[Cs+] (cesium carbonate). Reagents/catalysts: [Cu](I)I (copper iodide). The solvent is COCCOC (1,2-dimethoxyethane). Run at temperature 80 celsius. Yields the product COC1=CC=CC=2N=C(SC21)C(F)(F)F (7-methoxy-2-(trifluoromethyl)-1,3-benzothiazole). RXN SMILES: Br[C:2]1[C:7]([O:8][CH3:9])=[CH:6][CH:5]=[CH:4][C:3]=1[NH:10][C:11](=[S:16])[C:12]([F:15])([F:14])[F:13].N1C2C(=CC=C3C=2N=CC=C3)C=CC=1.C(=O)([O-])[O-].[Cs+].[Cs+]>COCCOC.[Cu](I)I>[CH3:9][O:8][C:7]1[C:2]2[S:16][C:11]([C:12]([F:15])([F:14])[F:13])=[N:10][C:3]=2[CH:4]=[CH:5][CH:6]=1 |f:2.3.4|. Procedure: To a solution of N-(2-bromo-3-methoxyphenyl)-2,2,2-trifluoroethanethioamide (C25) (748 mg, 2.38 mmol) in 1,2-dimethoxyethane (11.9 mL) was added 1,10-phenanthroline (88.4 mg, 0.48 mmol), cesium carbonate (1.55 g, 4.76 mmol), and copper iodide (45.3 mg, 0.24 mmol). Nitrogen was bubbled through the reaction for 30 minutes and the reaction was heated to 80° C. for 48 hours. The mixture was cooled to room temperature, filtered and concentrated in vacuo. Purification via silica gel chromatography (Gr... Starting materials: NC=1SC(=CC1C(=O)N)C1=C(C=C(C=C1)C(C)(C)O)F (2-amino-5-[2-fluoro-4-(1-hydroxy-1-methylethyl)phenyl]thiophene-3-carboxamide), BrC1=CC=CC(=N1)CNCC1=NC(=NO1)C(C)C (1-(6-bromopyridin-2-yl)-N-[(3-isopropyl-1,2,4-oxadiazol-5-yl)methyl]methanamine). Product: FC1=C(C=CC(=C1)C(C)(C)O)C1=CC(=C(S1)NC1=NC(=CC=C1)CNCC1=NC(=NO1)C(C)C)C(=O)N (5-[2-Fluoro-4-(1-hydroxy-1-methylethyl)phenyl]-2-{[6-({[(3-isopropyl-1,2,4-oxadiazol-5-yl)methyl]amino}methyl)pyridin-2-yl]amino}thiophene-3-carboxamide). Reaction SMILES: [NH2:1][C:2]1[S:3][C:4]([C:10]2[CH:15]=[CH:14][C:13]([C:16]([OH:19])([CH3:18])[CH3:17])=[CH:12][C:11]=2[F:20])=[CH:5][C:6]=1[C:7]([NH2:9])=[O:8].Br[C:22]1[N:27]=[C:26]([CH2:28][NH:29][CH2:30][C:31]2[O:35][N:34]=[C:33]([CH:36]([CH3:38])[CH3:37])[N:32]=2)[CH:25]=[CH:24][CH:23]=1>>[F:20][C:11]1[CH:12]=[C:13]([C:16]([OH:19])([CH3:17])[CH3:18])[CH:14]=[CH:15][C:10]=1[C:4]1[S:3][C:2]([NH:1][C:22]2[CH:23]=[CH:24][CH:25]=[C:26]([CH2:28][NH:29][CH2:30][C:31]3[O:35][N:34]=[C:33]([CH:36]([CH3:38])[CH3:37])[N:32]=3)[N:27]=2)=[C:6]([C:7]([NH2:9])=[O:8])[CH:5]=1. Procedure: The title compound was prepared according to the general procedure in Example 1 using 2-amino-5-[2-fluoro-4-(1-hydroxy-1-methylethyl)phenyl]thiophene-3-carboxamide (116 mg, 0.393 mmol) and 1-(6-bromopyridin-2-yl)-N-[(3-isopropyl-1,2,4-oxadiazol-5-yl)methyl]methanamine (120 mg, 0.39 mmol) as the starting materials. Reactants: C([O-])([O-])=O.[K+].[K+] (potassium carbonate), C(C=C)NC1=C(N)C=C(C(=C1)NC(=O)OCC)F (2-(2-propen-1-ylamino)-4-ethoxycarbonylamino-5-fluoroaniline), S(O)(O)(=O)=O (sulfuric acid), N(=O)[O-].[Na+] (sodium nitrite). Solvent: O (water), O (water). Reaction conditions: time 1 hour. The product is C(C=C)N1N=NC2=C1C=C(C(=C2)F)NC(=O)OCC (1-(2-propen-1-yl)-5-fluoro-6-ethoxycarbonylaminobenzotriazole). Yield: 21.6%. As a reaction SMILES: [CH2:1]([NH:4][C:5]1[CH:11]=[C:10]([NH:12][C:13]([O:15][CH2:16][CH3:17])=[O:14])[C:9]([F:18])=[CH:8][C:6]=1[NH2:7])[CH:2]=[CH2:3].S(=O)(=O)(O)O.[N:24]([O-])=O.[Na+].C(=O)([O-])[O-].[K+].[K+]>O>[CH2:1]([N:4]1[C:5]2[CH:11]=[C:10]([NH:12][C:13]([O:15][CH2:16][CH3:17])=[O:14])[C:9]([F:18])=[CH:8][C:6]=2[N:7]=[N:24]1)[CH:2]=[CH2:3] |f:2.3,4.5.6|. Reported procedure: A stirred solution of 3.5 grams (0.014 mole) of 2-(2-propen-1-ylamino)-4-ethoxycarbonylamino-5-fluoroaniline in 100 mL of aqueous 1% sulfuric acid was cooled to about -5° C., and a solution of 1.9 grams (0.028 mole) of sodium nitrite dissolved in a minimum of water was added dropwise, while the reaction mixture temperature was held at about 0°-10° C. Upon completion of the addition, the reaction mixture was stirred for one hour and then poured into water. The mixture was made basic to a pH of 8 ... The reactants are OC1=CC=C(C(=O)C2=CC=C(COC=3N=C4N(C(C3C)=O)C=CC=C4)C=C2)C=C1 (2-[4-(4-hydroxybenzoyl)benzyloxy]-3-methyl-4H-pyrido[1,2-a]pyrimidin-4-one), Cl.ClCCN1CCOCC1 (4-(2-chloroethyl)morpholine hydrochloride), C([O-])([O-])=O.[K+].[K+] (potassium carbonate). Solvent: CN(C)C=O (DMF). Product: Cl.CC1=C(N=C2N(C1=O)C=CC=C2)OCC2=CC=C(C=C2)C(C2=CC=C(C=C2)OCCN2CCOCC2)=O (3-Methyl-2-[4-[4-(2-morpholinoethoxy)benzoyl]benzyloxy]-4H-pyrido[1,2-a]pyrimidin-4-one hydrochloride). Yield: 16.6%. RXN SMILES: [OH:1][C:2]1[CH:29]=[CH:28][C:5]([C:6]([C:8]2[CH:27]=[CH:26][C:11]([CH2:12][O:13][C:14]3[N:15]=[C:16]4[CH:25]=[CH:24][CH:23]=[CH:22][N:17]4[C:18](=[O:21])[C:19]=3[CH3:20])=[CH:10][CH:9]=2)=[O:7])=[CH:4][CH:3]=1.Cl.[Cl:31][CH2:32][CH2:33][N:34]1[CH2:39][CH2:38][O:37][CH2:36][CH2:35]1.C(=O)([O-])[O-].[K+].[K+]>CN(C=O)C>[ClH:31].[CH3:20][C:19]1[C:18](=[O:21])[N:17]2[CH:22]=[CH:23][CH:24]=[CH:25][C:16]2=[N:15][C:14]=1[O:13][CH2:12][C:11]1[CH:26]=[CH:27][C:8]([C:6](=[O:7])[C:5]2[CH:4]=[CH:3][C:2]([O:1][CH2:32][CH2:33][N:34]3[CH2:39][CH2:38][O:37][CH2:36][CH2:35]3)=[CH:29][CH:28]=2)=[CH:9][CH:10]=1 |f:1.2,3.4.5,7.8|. Procedure: A solution of 2-[4-(4-hydroxybenzoyl)benzyloxy]-3-methyl-4H-pyrido[1,2-a]pyrimidin-4-one (104 mg), 4-(2-chloroethyl)morpholine hydrochloride (90 mg) and potassium carbonate (179 mg) in DMF (7 ml) was stirred at 100° C. for 20 hours. This reaction mixture was concentrated and the residue was dissolved in ethyl acetate, washed with water, dried, and concentrated. Then, hydrogen chloride-ethyl acetate was added and the precipitated hydrochloride was collected by filtration and dried to provide the ... Reactants: B(OC(C)C)(OC(C)C)OC(C)C (triisopropyl borate), FC1=NC(=CC=C1)C1=CC=C(C=C1)OCCCCCCCC (2-fluoro-6-(4-octyloxyphenyl)pyridine), Cl (hydrochloric acid), C(C)(C)NC(C)C (diisopropylamine), C(CCC)[Li] (n-butyllithium), [Cl-].[Na+] (sodium chloride). The solvent is O1CCCC1 (tetrahydrofuran), O1CCCC1 (tetrahydrofuran), CCCCCC (hexane). Run at temperature -78 celsius, time 4 hour. The product is FC1=NC(=CC=C1B(O)O)C1=CC=C(C=C1)OCCCCCCCC (2-fluoro-6-(4-octyloxyphenyl)pyridine-3-boronic acid). Yield: 78.5%. Reaction SMILES: C(NC(C)C)(C)C.C([Li])CCC.[F:13][C:14]1[CH:19]=[CH:18][CH:17]=[C:16]([C:20]2[CH:25]=[CH:24][C:23]([O:26][CH2:27][CH2:28][CH2:29][CH2:30][CH2:31][CH2:32][CH2:33][CH3:34])=[CH:22][CH:21]=2)[N:15]=1.[B:35](OC(C)C)([O:40]C(C)C)[O:36]C(C)C.Cl.[Cl-].[Na+]>O1CCCC1.CCCCCC>[F:13][C:14]1[C:19]([B:35]([OH:40])[OH:36])=[CH:18][CH:17]=[C:16]([C:20]2[CH:25]=[CH:24][C:23]([O:26][CH2:27][CH2:28][CH2:29][CH2:30][CH2:31][CH2:32][CH2:33][CH3:34])=[CH:22][CH:21]=2)[N:15]=1 |f:5.6|. Reported procedure: 8.00 ml (56.80 mmol) of diisopropylamine in 10 ml of tetrahydrofuran are stirred at 0° C. with 35.70 ml (56.80 mmol) of a 1.6-molar n-butyllithium solution in hexane for 1 hour. After cooling to -78° C., 8.56 g (28.40 mmol) of 2-fluoro-6-(4-octyloxyphenyl)pyridine (prepared as described in Example 2) in 1000 ml of tetrahydrofuran are added dropwise, and the mixture is stirred at -78° C. for 4 hours. 21.25 g (113.00 mmol) of triisopropyl borate are then added dropwise at -78° C., and the reaction...